describe an organic reaction: reactants, conditions, products, and yield From a dataset of the Open Reaction Database (ORD), a public repository of structured organic reaction records. The reactants are O1CCOCC1 (dioxane), C(C1=CC=CC=C1)C1=C2CCC(C2=CC=C1)C(=O)O (4-benzylindan-1-carboxylic acid), [Se](=O)=O (selenium dioxide), O (water). Solvent: C(Cl)(Cl)Cl (chloroform). Yields the product C(C1=CC=CC=C1)(=O)C1=C2CCC(C2=CC=C1)C(=O)O (4-benzoylindan-1-carboxylic acid). As a reaction SMILES: [O:1]1CCOCC1.[CH2:7]([C:14]1[CH:22]=[CH:21][CH:20]=[C:19]2[C:15]=1[CH2:16][CH2:17][CH:18]2[C:23]([OH:25])=[O:24])[C:8]1[CH:13]=[CH:12][CH:11]=[CH:10][CH:9]=1.[Se](=O)=O.O>C(Cl)(Cl)Cl>[C:7]([C:14]1[CH:22]=[CH:21][CH:20]=[C:19]2[C:15]=1[CH2:16][CH2:17][CH:18]2[C:23]([OH:25])=[O:24])(=[O:1])[C:8]1[CH:9]=[CH:10][CH:11]=[CH:12][CH:13]=1. Reported procedure: To 60 ml. of dioxane are added 6.3 g. of 4-benzylindan-1-carboxylic acid and 2.8 g. of selenium dioxide and the mixture is refluxed for 12 hours. After cooling, water and chloroform are added and the insolubles are filtered off. The filtrate is extracted with chloroform and the chloroform layer is extracted with 5 % aqueous potassium carbonate. The extract is decolorized with activated carbon and rendered acidic with hydrochloride acid. The precipitate is extracted with chloroform and the extrac...